Dataset: the Open Reaction Database (ORD), a public repository of structured organic reaction records. Task: describe an organic reaction: reactants, conditions, products, and yield Starting materials: O=C1CC2CC1CC2(F)F, [Na+], C1CCOC1, [OH-], OO. Product: OC1CC2CC1CC2(F)F. Reaction SMILES: [F:1][C:2]1([F:10])[CH:3]2[CH2:4][C:5](=[O:9])[CH:6]([CH2:7]1)[CH2:8]2.[Na+:14].[O:15]1[CH2:16][CH2:17][CH2:18][CH2:19]1.[OH-:13].[OH:11][OH:12]>>[F:1][C:2]1([F:10])[CH:3]2[CH2:4][CH:5]([OH:9])[CH:6]([CH2:7]1)[CH2:8]2. Reaction SMILES: [C:1]([CH3:2])([CH3:3])([CH3:4])[Si:5]([O:6][CH:7]1[CH:8]([CH:37]([CH:38]([NH:39][CH2:40][CH2:41][CH2:42][NH:43][C:44]([CH:45]([NH:46][C:47](=[O:48])[O:49][CH2:50][c:51]2[cH:52][cH:53][cH:54][cH:55][cH:56]2)[CH2:57][CH2:58][C:59](=[O:60])[O:61][C:62]([CH3:63])([CH3:64])[CH3:65])=[O:66])[C:67](=[O:68])[O:69][C:70]([CH3:71])([CH3:72])[CH3:73])[OH:74])[O:9][CH:10]([n:20]2[c:21](=[O:36])[n:22]([CH2:27][c:28]3[cH:29][cH:30][c:31]([O:34][CH3:35])[cH:32][cH:33]3)[c:23](=[O:26])[cH:24][cH:25]2)[CH:11]1[O:12][Si:13]([CH3:14])([CH3:15])[C:16]([CH3:17])([CH3:18])[CH3:19])([CH3:75])[CH3:76].[CH3:77][OH:78]>>[C:1]([CH3:2])([CH3:3])([CH3:4])[Si:5]([O:6][CH:7]1[CH:8]([CH:37]([CH:38]([NH:39][CH2:40][CH2:41][CH2:42][NH:43][C:44]([CH:45]([NH2:46])[CH2:57][CH2:58][C:59](=[O:60])[O:61][C:62]([CH3:63])([CH3:64])[CH3:65])=[O:66])[C:67](=[O:68])[O:69][C:70]([CH3:71])([CH3:72])[CH3:73])[OH:74])[O:9][CH:10]([n:20]2[c:21](=[O:36])[n:22]([CH2:27][c:28]3[cH:29][cH:30][c:31]([O:34][CH3:35])[cH:32][cH:33]3)[c:23](=[O:26])[cH:24][cH:25]2)[CH:11]1[O:12][Si:13]([CH3:14])([CH3:15])[C:16]([CH3:17])([CH3:18])[CH3:19])([CH3:75])[CH3:76]. Product: COc1ccc(Cn2c(=O)ccn(C3OC(C(O)C(NCCCNC(=O)C(N)CCC(=O)OC(C)(C)C)C(=O)OC(C)(C)C)C(O[Si](C)(C)C(C)(C)C)C3O[Si](C)(C)C(C)(C)C)c2=O)cc1. Reactants: COc1ccc(Cn2c(=O)ccn(C3OC(C(O)C(NCCCNC(=O)C(CCC(=O)OC(C)(C)C)NC(=O)OCc4ccccc4)C(=O)OC(C)(C)C)C(O[Si](C)(C)C(C)(C)C)C3O[Si](C)(C)C(C)(C)C)c2=O)cc1, CO. Reactants: O (water), C1(=CC=CC=C1)C1=CC2=C(N=CN=C2N[C@H]2C[C@H](CCC2)O)O1 ((+/−)-cis-3-[(6-phenylfuro[2,3-d]pyrimidin-4-yl)amino]cyclohexanol), [OH-].[Na+] (sodium hydroxide), C(C)(C)(C)OC(CBr)=O (bromoacetic acid tert-butyl ester). Reagents/catalysts: S(=O)(=O)(O)[O-].C(CCC)[N+](CCCC)(CCCC)CCCC (tetrabutylammonium hydrogensulphate). The solvent is C1(=CC=CC=C1)C (toluene), C1CCOC1 (THF), C1(=CC=CC=C1)C (toluene). Reaction conditions: temperature 70 celsius, time 2 hour. Yields the product C(C)(C)(C)OC(CO[C@@H]1C[C@@H](CCC1)NC=1C2=C(N=CN1)OC(=C2)C2=CC=CC=C2)=O ((+/−)-cis-({3-[(6-Phenylfuro[2,3-d]pyrimidin-4-yl)amino]cyclohexyl}oxy)acetic acid tert-butyl ester). As a reaction SMILES: [C:1]1([C:7]2[O:23][C:10]3[N:11]=[CH:12][N:13]=[C:14]([NH:15][C@@H:16]4[CH2:21][CH2:20][CH2:19][C@H:18]([OH:22])[CH2:17]4)[C:9]=3[CH:8]=2)[CH:6]=[CH:5][CH:4]=[CH:3][CH:2]=1.[OH-].[Na+].[C:26]([O:30][C:31](=[O:34])[CH2:32]Br)([CH3:29])([CH3:28])[CH3:27].O>S([O-])(O)(=O)=O.C([N+](CCCC)(CCCC)CCCC)CCC.C1(C)C=CC=CC=1.C1COCC1>[C:26]([O:30][C:31](=[O:34])[CH2:32][O:22][C@H:18]1[CH2:19][CH2:20][CH2:21][C@@H:16]([NH:15][C:14]2[C:9]3[CH:8]=[C:7]([C:1]4[CH:2]=[CH:3][CH:4]=[CH:5][CH:6]=4)[O:23][C:10]=3[N:11]=[CH:12][N:13]=2)[CH2:17]1)([CH3:29])([CH3:28])[CH3:27] |f:1.2,5.6|. Reported procedure: At 40° C., add approx. 0.06 mmol of tetrabutylammonium hydrogensulphate and a solution of 200 mg (0.646 mmol) of (+/−)-cis-3-[(6-phenylfuro[2,3-d]pyrimidin-4-yl)amino]cyclohexanol in 0.5 ml of toluene and 0.1 ml of THF to a mixture of 517 mg of 50% sodium hydroxide solution (6.5 mmol) and 0.5 ml of toluene. Admix the resulting mixture with 0.19 ml (1.29 mmol) of bromoacetic acid tert-butyl ester with vigorous stirring and heat it to 70° C. After 2 h, cool the mixture and add it to water. Extract...